From a dataset of the Open Reaction Database (ORD), a public repository of structured organic reaction records. describe an organic reaction: reactants, conditions, products, and yield The reactants are N1C=C(C=2C1=NC=CC2)C2=CCN(CC2)C(=O)OC(C)(C)C (tert-Butyl 4-(1H-pyrrolo[2,3-b]pyridin-3-yl)-5,6-dihydropyridine-1(2H)-carboxylate), C(=O)[O-].[NH4+] (ammonium formate). The reagents and catalysts are [Pd] (palladium on activated carbon). The solvent is C(C)O (ethanol). Yields the product N1C=C(C=2C1=NC=CC2)C2CCN(CC2)C(=O)OC(C)(C)C (tert-butyl 4-(1H-pyrrolo[2,3-b]pyridin-3-yl)piperidine-1-carboxylate). Yield: 80.0%. RXN SMILES: [NH:1]1[C:5]2=[N:6][CH:7]=[CH:8][CH:9]=[C:4]2[C:3]([C:10]2[CH2:15][CH2:14][N:13]([C:16]([O:18][C:19]([CH3:22])([CH3:21])[CH3:20])=[O:17])[CH2:12][CH:11]=2)=[CH:2]1.C([O-])=O.[NH4+]>[Pd].C(O)C>[NH:1]1[C:5]2=[N:6][CH:7]=[CH:8][CH:9]=[C:4]2[C:3]([CH:10]2[CH2:15][CH2:14][N:13]([C:16]([O:18][C:19]([CH3:22])([CH3:21])[CH3:20])=[O:17])[CH2:12][CH2:11]2)=[CH:2]1 |f:1.2|. Procedure details: tert-Butyl 4-(1H-pyrrolo[2,3-b]pyridin-3-yl)-5,6-dihydropyridine-1(2H)-carboxylate (1.35 g, 4.51 mmol), ammonium formate (1.42 g, 22.55 mmol) and 5% palladium on activated carbon (50 mg) in ethanol (25 mL) were stirred and refluxed for 1 hour. The resulting mixture was cooled to room temperature and filtered through diatomaceous earth. The filtrate was concentrated by evaporation then treated with dilute aqueous ammonium chloride (50 mL) and extracted with DCM. The extract was washed with water,... Starting materials: C(C1=CC=CC=C1)Cl (Benzyl chloride), C1(=CC=CC=C1)C1=NN=NN1.[Na] (sodium 5-phenyltetrazole). Solvent: COCCO (2-methoxyethanol). The product is C(C1=CC=CC=C1)N1N=NN=C1C1=CC=CC=C1 (N-Benzyl 5-Phenyltetrazole). Isolated yield 92.5%. RXN SMILES: [CH2:1](Cl)[C:2]1[CH:7]=[CH:6][CH:5]=[CH:4][CH:3]=1.[C:9]1([C:15]2[NH:19][N:18]=[N:17][N:16]=2)[CH:14]=[CH:13][CH:12]=[CH:11][CH:10]=1.[Na]>COCCO>[CH2:1]([N:19]1[C:15]([C:9]2[CH:14]=[CH:13][CH:12]=[CH:11][CH:10]=2)=[N:16][N:17]=[N:18]1)[C:2]1[CH:7]=[CH:6][CH:5]=[CH:4][CH:3]=1 |f:1.2,^1:19|. Procedure: Benzyl chloride (0.15 mole; 19.0 g), sodium 5-phenyltetrazole (0.165 mole; 27.4 g) and 2-methoxyethanol (100 ml) were heated at 100° C. for 3.5 hours). The mixture was cooled to precipitate NaCl. Water (250 ml) was added to the filtrate to precipitate a product which was filtered, washed with H2O (50 ml) and dried in-vacuo at 60° C. for four hours. The product weight was 32.8 g. (92.5 percent yield), m.p. 54°-67° C. Reported; 2-benzyl-5-phenyltetrazole, m.p. 65.5°-66° C. 1-benzyl-5-phenyltetrazo... Reactants: CS(=O)(=O)O, CC1CCCCC1, CCC(c1cccc(OC)c1)C(C)CN(C)C, O. The product is CCC(c1cccc(O)c1)C(C)CN(C)C. As a reaction SMILES: [CH3:1][S:2](=[O:3])(=[O:4])[OH:5].[CH3:24][CH:25]1[CH2:26][CH2:27][CH2:28][CH2:29][CH2:30]1.[CH3:6][O:7][c:8]1[cH:9][c:10]([CH:14]([CH:15]([CH2:16][N:17]([CH3:18])[CH3:19])[CH3:20])[CH2:21][CH3:22])[cH:11][cH:12][cH:13]1.[OH2:23]>>[OH:7][c:8]1[cH:9][c:10]([CH:14]([CH:15]([CH2:16][N:17]([CH3:18])[CH3:19])[CH3:20])[CH2:21][CH3:22])[cH:11][cH:12][cH:13]1. Starting materials: N1CCNCCC1 (homopiperazine), Cl.Cl.N1CCNCCC1 (homopiperazine dihydrochloride), [I-].[Na+] (sodium iodide), CS(=O)(=O)OCCC(C1=CC=CC=C1)C1=CC=CC=C1 (3,3-diphenylpropyl methanesulfonate). Solvent: C(C)O (ethanol). Conditions: temperature 70 celsius, time 14 hour. Yields the product C1(=CC=CC=C1)C(CCN1CCNCCC1)C1=CC=CC=C1 (1-(3,3-diphenylpropyl)homopiperazine). As a reaction SMILES: [NH:1]1[CH2:7][CH2:6][CH2:5][NH:4][CH2:3][CH2:2]1.Cl.Cl.N1CCCNCC1.[I-].[Na+].CS(O[CH2:24][CH2:25][CH:26]([C:33]1[CH:38]=[CH:37][CH:36]=[CH:35][CH:34]=1)[C:27]1[CH:32]=[CH:31][CH:30]=[CH:29][CH:28]=1)(=O)=O>C(O)C>[C:27]1([CH:26]([C:33]2[CH:34]=[CH:35][CH:36]=[CH:37][CH:38]=2)[CH2:25][CH2:24][N:1]2[CH2:7][CH2:6][CH2:5][NH:4][CH2:3][CH2:2]2)[CH:32]=[CH:31][CH:30]=[CH:29][CH:28]=1 |f:1.2.3,4.5|. Procedure details: A mixture of 120 mg of homopiperazine, 206 mg of homopiperazine dihydrochloride, and 3 mL of ethanol was heated to 70° C. to prepare a solution. 375 mg of sodium iodide and 287 mg of 3,3-diphenylpropyl methanesulfonate were added sequentially to the solution and the mixture was stirred at 70° C. for 14 hours. The mixture was allowed to cool to room temperature and the ethanol was removed under reduced pressure, followed by adding 20 mL of 2N aqueous sodium hydroxide solution and extracting with ... Starting materials: O=C(CN(CCNC(OC(C)(C)C)=O)S(=O)(=O)C=1SC=CC1)C#CC (tert-butyl (2-((2-oxo-3-pentyn-1-yl)(2-thiophenylsulfonyl)amino)ethyl)carbamate), C(C)(=O)O[BH-](OC(C)=O)OC(C)=O.[Na+] (sodium triacetoxyborohydride), C(=O)(C(F)(F)F)O (TFA). Run in C(Cl)Cl (CH2Cl2). Conditions: time 1 hour. The product is C(#CC)C1CN(CCN1)S(=O)(=O)C=1SC=CC1 (3-(1-propyn-1-yl)-1-(2-thiophenylsulfonyl)piperazine). Reaction SMILES: O=[C:2]([C:23]#[C:24][CH3:25])[CH2:3][N:4]([S:15]([C:18]1[S:19][CH:20]=[CH:21][CH:22]=1)(=[O:17])=[O:16])[CH2:5][CH2:6][NH:7]C(=O)OC(C)(C)C.C(O[BH-](OC(=O)C)OC(=O)C)(=O)C.[Na+].C(O)(C(F)(F)F)=O>C(Cl)Cl>[C:23]([CH:2]1[NH:7][CH2:6][CH2:5][N:4]([S:15]([C:18]2[S:19][CH:20]=[CH:21][CH:22]=2)(=[O:17])=[O:16])[CH2:3]1)#[C:24][CH3:25] |f:1.2|. Procedure: To a solution of tert-butyl (2-((2-oxo-3-pentyn-1-yl)(2-thiophenylsulfonyl)amino)ethyl)carbamate (330 mg, 0.854 mmol) in CH2Cl2 (10 mL) was added sodium triacetoxyborohydride (1.0 g, 4.72 mmol, Sigma-Aldrich, St. Louis, Mo.) followed by TFA (2.5 mL, 32.4 mmol). The mixture was stirred at room temperature for 1 h and then concentrated to half the original volume. MeOH (5 mL) was added and the solution was concentrated by one-third and then partitioned between NaOH (0.5 N, 20 mL) and CHCl3 (contai... The product is CC(C)(C)N1CCOC(c2cnc(N)nc2)C1. Reaction SMILES: [CH3:19][OH:20].[NH2:1][c:2]1[n:3][cH:4][c:5]([CH:8]2[O:9][CH2:10][C:11](=[O:18])[N:12]([C:14]([CH3:15])([CH3:16])[CH3:17])[CH2:13]2)[cH:6][n:7]1.[O:21]1[CH2:22][CH2:23][CH2:24][CH2:25]1>>[NH2:1][c:2]1[n:3][cH:4][c:5]([CH:8]2[O:9][CH2:10][CH2:11][N:12]([C:14]([CH3:15])([CH3:16])[CH3:17])[CH2:13]2)[cH:6][n:7]1. The reactants are CO, CC(C)(C)N1CC(c2cnc(N)nc2)OCC1=O, C1CCOC1. Starting materials: C(C=CC1=CC=CC=C1)(=O)Cl (cinnamoyl chloride), C1=CC=CC=C1 (benzene), [OH-].[Na+] (sodium hydroxide), C1=C(C=CC2=CC=CC=C12)O (2-naphthol). Solvent: CC(=O)C (acetone), O (water), CC(=O)C (acetone). Reaction conditions: time 7 minute. The product is C(C=CC1=CC=CC=C1)(=O)OC1=CC2=CC=CC=C2C=C1 (2-naphthyl cinnamate). The yield is 80.5%. Reaction SMILES: [CH:1]1[C:10]2[C:5](=[CH:6][CH:7]=[CH:8][CH:9]=2)[CH:4]=[CH:3][C:2]=1[OH:11].[OH-].[Na+].[C:14](Cl)(=[O:23])[CH:15]=[CH:16][C:17]1[CH:22]=[CH:21][CH:20]=[CH:19][CH:18]=1.C1C=CC=CC=1>CC(C)=O.O>[C:14]([O:11][C:2]1[CH:3]=[CH:4][C:5]2[C:10](=[CH:9][CH:8]=[CH:7][CH:6]=2)[CH:1]=1)(=[O:23])[CH:15]=[CH:16][C:17]1[CH:22]=[CH:21][CH:20]=[CH:19][CH:18]=1 |f:1.2|. Reported procedure: In 70 ml of acetone was dissolved 6.4 g of 2-naphthol. A 25% queous sodium hydroxide solution was added to the solution. A solution of 8.1 g of cinnamoyl chloride in 10 ml of acetone was dropwise added to the mixture over 4 minutes while stirring. After the stirring was continued for 7 minutes, benzene and water were added to the system to effect liquid separation. After the organic phase was washed with an aqueous hydrogen sodium carbonate solution, the system was dried over anhydrous potassium... Starting materials: Cl.Cl.C1(=CC=C(C=C1)NCC1NCCC2=CC(=C(C=C12)OC)OC)C (1-(p-Toluidinomethyl)-6,7-dimethoxy-1,2,3,4-tetrahydroisoquinoline dihydrochloride), B(Br)(Br)Br (boron tribromide), amine, amine. Solvent: ClCCl (dichloromethane), ClCCl (dichloromethane). Run at time 14 hour. The product is Br.Br.C1(=CC=C(C=C1)NCC1NCCC2=CC(=C(C=C12)O)O)C (1-(p-toluidinomethyl)-6,7-dihydroxy-1,2,3,4-tetrahydroisoquinoline dihydrobromide). As a reaction SMILES: Cl.Cl.[C:3]1([CH3:25])[CH:8]=[CH:7][C:6]([NH:9][CH2:10][CH:11]2[C:20]3[C:15](=[CH:16][C:17]([O:23]C)=[C:18]([O:21]C)[CH:19]=3)[CH2:14][CH2:13][NH:12]2)=[CH:5][CH:4]=1.B(Br)(Br)[Br:27]>ClCCl>[BrH:27].[BrH:27].[C:3]1([CH3:25])[CH:4]=[CH:5][C:6]([NH:9][CH2:10][CH:11]2[C:20]3[C:15](=[CH:16][C:17]([OH:23])=[C:18]([OH:21])[CH:19]=3)[CH2:14][CH2:13][NH:12]2)=[CH:7][CH:8]=1 |f:0.1.2,5.6.7|. Reported procedure: 1-(p-Toluidinomethyl)-6,7-dimethoxy-1,2,3,4-tetrahydroisoquinoline dihydrochloride (260 mg) was converted into the free amine compound by conventional methods. The amine compound was dissolved in anhydrous dichloromethane (10 ml) and to the solution was dropwise added at -50° C. anhydrous dichloromethane (5 ml) containing boron tribromide (340 mg). The mixture was stirred for 14 hours at the same temperature and the reaction temperature was gradually elevated to 8° C. The reaction mixture was co... The reactants are C(c1c(cc(cc1F)O)F)=O, CC1=CN=C(C=C1)N, [C-]#[N+]C1CCCCC1. The reagents and catalysts are O=C(O)C(F)(F)F (trifluoroacetic acid). Solvent: CC(C)O (isopropyl alcohol), CC(C)O (isopropylalcohol). Run at temperature 22 celsius, time 20 hour. Yields the product Cc1ccc2nc(c3c(cc(cc3F)O)F)c(NC3CCCCC3)n2c1. Isolated yield 60.0%. As a reaction SMILES: CC1=CC=C(N)N=C1.[C-]#[N+]C1CCCCC1.OC1=CC(F)=C(C=O)C(F)=C1>>CC1=CN2C(C=C1)=NC(=C2NC1CCCCC1)C1=C(F)C=C(O)C=C1F. Reactants: C1(C=2C(C(=O)O1)=CC=CC2)=O (phthalic anhydride), C(CCCCCCCCC)OC1=C(C=CC=C1)CC(=O)OCC (ethyl 2-decyloxybenzene acetate). Yields the product C(=O)(O)C1=C(C(=O)C=2C=CC(=C(C2)CC(=O)OCC)OCCCCCCCCCC)C=CC=C1 (5-(2-Carboxybenzoyl)-2-(decyloxy)benzeneacetic acid, ethyl ester). Isolated yield 8.0%. Reaction SMILES: [C:1]1(=[O:11])[O:6][C:4](=[O:5])[C:3]2=[CH:7][CH:8]=[CH:9][CH:10]=[C:2]12.[CH2:12]([O:22][C:23]1[CH:28]=[CH:27][CH:26]=[CH:25][C:24]=1[CH2:29][C:30]([O:32][CH2:33][CH3:34])=[O:31])[CH2:13][CH2:14][CH2:15][CH2:16][CH2:17][CH2:18][CH2:19][CH2:20][CH3:21]>>[C:4]([C:3]1[CH:7]=[CH:8][CH:9]=[CH:10][C:2]=1[C:1]([C:26]1[CH:27]=[CH:28][C:23]([O:22][CH2:12][CH2:13][CH2:14][CH2:15][CH2:16][CH2:17][CH2:18][CH2:19][CH2:20][CH3:21])=[C:24]([CH2:29][C:30]([O:32][CH2:33][CH3:34])=[O:31])[CH:25]=1)=[O:11])([OH:6])=[O:5]. Reported procedure: Following the procedure of Examples 30 and 31, phthalic anhydride and ethyl 2-decyloxybenzene acetate were reacted to provide the title product in 8% yield. The product was an oil.